Dataset: the Open Reaction Database (ORD), a public repository of structured organic reaction records. Task: describe an organic reaction: reactants, conditions, products, and yield Reactants: OCCCCCC1C(COC2=CC(=CC=C12)OC)(C)C1=CC=C(C=C1)OC ((3RS,4RS)-4-(5-Hydroxypentyl)-7-methoxy-3-(4-methoxyphenyl)-3-methylchroman), O (Water), C1(=CC=C(C=C1)S(=O)(=O)Cl)C (p-Toluenesulfonylchloride). The solvent is N1=CC=CC=C1 (pyridine), ClCCl (dichloromethane). Run at time 3 hour. Yields the product COC1=CC=C2C(C(COC2=C1)(C)C1=CC=C(C=C1)OC)CCCCCOS(=O)(=O)C1=CC=C(C=C1)C ((3RS,4RS)-7-methoxy-3-(4-methoxyphenyl)-4-[5-(p-toluene-sulfonyloxy)pentyl]-3-methylchroman). Isolated yield 50.0%. As a reaction SMILES: [OH:1][CH2:2][CH2:3][CH2:4][CH2:5][CH2:6][CH:7]1[C:16]2[C:11](=[CH:12][C:13]([O:17][CH3:18])=[CH:14][CH:15]=2)[O:10][CH2:9][C:8]1([C:20]1[CH:25]=[CH:24][C:23]([O:26][CH3:27])=[CH:22][CH:21]=1)[CH3:19].[C:28]1([CH3:38])[CH:33]=[CH:32][C:31]([S:34](Cl)(=[O:36])=[O:35])=[CH:30][CH:29]=1.O>N1C=CC=CC=1.ClCCl>[CH3:18][O:17][C:13]1[CH:12]=[C:11]2[C:16]([CH:7]([CH2:6][CH2:5][CH2:4][CH2:3][CH2:2][O:1][S:34]([C:31]3[CH:32]=[CH:33][C:28]([CH3:38])=[CH:29][CH:30]=3)(=[O:36])=[O:35])[C:8]([C:20]3[CH:25]=[CH:24][C:23]([O:26][CH3:27])=[CH:22][CH:21]=3)([CH3:19])[CH2:9][O:10]2)=[CH:15][CH:14]=1. Procedure details: (3RS,4RS)-4-(5-Hydroxypentyl)-7-methoxy-3-(4-methoxyphenyl)-3-methylchroman (430 mg, 1.2 mmol) was dissolved in a solvent mixture of pyridine (12 ml) and dichloromethane (4 ml), which was then cooled down to 0° C. p-Toluenesulfonylchloride (460 mg, 2.3 mmol) was added dropwise thereto, and the mixture was stirred at room temperature for 3 hours. Water was then added, and the organ layer was extracted with ethyl acetate. The organic extract was washed with 2N hydrochloric acid solution, dried ove...